This data is from the Open Reaction Database (ORD), a public repository of structured organic reaction records. The task is: describe an organic reaction: reactants, conditions, products, and yield Reactants: S1C(=CC=C1)S(=O)(=O)N (thiophene-2-sulfonamide), C1(=CC=C(C=C1)S(=O)(=O)Cl)C1=CC=CC=C1 (4-biphenylsulfonyl chloride). Yields the product C1(=CC=C(C=C1)S(=O)(=O)N)C1=CC=CC=C1 (4-biphenylsulfonamide), title compound. Isolated yield 90.6%. As a reaction SMILES: S1C=CC=C1S([NH2:9])(=O)=O.[C:10]1([C:20]2[CH:25]=[CH:24][CH:23]=[CH:22][CH:21]=2)[CH:15]=[CH:14][C:13]([S:16](Cl)(=[O:18])=[O:17])=[CH:12][CH:11]=1>>[C:10]1([C:20]2[CH:25]=[CH:24][CH:23]=[CH:22][CH:21]=2)[CH:15]=[CH:14][C:13]([S:16]([NH2:9])(=[O:18])=[O:17])=[CH:12][CH:11]=1. Procedure: 5.2.3 4-biphenylsulfonamide was prepared according to the procedure for thiophene-2-sulfonamide YG1-030 except using 4-biphenylsulfonyl chloride, which afforded the title compound 642.2 mg (90.6%) as a white solid, m.p.: 223-225° C. The reactants are COC1CN(CCCC(=O)N2CCCC2)CCC1NCc1ccccc1, CO, [H][H]. The product is COC1CN(CCCC(=O)N2CCCC2)CCC1N. Reaction SMILES: [CH3:1][O:2][CH:3]1[CH2:4][N:5]([CH2:17][CH2:18][CH2:19][C:20](=[O:21])[N:22]2[CH2:23][CH2:24][CH2:25][CH2:26]2)[CH2:6][CH2:7][CH:8]1[NH:9][CH2:10][c:11]1[cH:12][cH:13][cH:14][cH:15][cH:16]1.[CH3:29][OH:30].[H:27][H:28]>>[CH3:1][O:2][CH:3]1[CH2:4][N:5]([CH2:17][CH2:18][CH2:19][C:20](=[O:21])[N:22]2[CH2:23][CH2:24][CH2:25][CH2:26]2)[CH2:6][CH2:7][CH:8]1[NH2:9]. The reactants are COC=1C=C(C=CC1)S (3-methoxy-benzenethiol), C([O-])([O-])=O.[K+].[K+] (potassium carbonate), C(CCC)(=O)O (butanoic acid), C(C)OC(CC(CCl)=O)=O (4-chloro-3-oxo-butanoic acid ethyl ester). The solvent is C(C)#N (acetonitrile). Reaction conditions: time 2 hour. Yields the product C(C)OC(CC(CSC1=CC(=CC=C1)OC)=O)=O (4-(3-methoxy-phenylsulfanyl)-3-oxo-butyric acid ethyl ester). Yield: 99.1%. Reaction SMILES: [CH3:1][O:2][C:3]1[CH:4]=[C:5]([SH:9])[CH:6]=[CH:7][CH:8]=1.C(=O)([O-])[O-].[K+].[K+].C(O)(=O)CCC.[CH2:22]([O:24][C:25](=[O:31])[CH2:26][C:27](=[O:30])[CH2:28]Cl)[CH3:23]>C(#N)C>[CH2:22]([O:24][C:25](=[O:31])[CH2:26][C:27](=[O:30])[CH2:28][S:9][C:5]1[CH:6]=[CH:7][CH:8]=[C:3]([O:2][CH3:1])[CH:4]=1)[CH3:23] |f:1.2.3|. Procedure: To a 0° C. solution of 3-methoxy-benzenethiol (5.75 g, 41.0 mmol) and potassium carbonate (11.45 g, 82.02 mmol) in acetonitrile (150 mL) is added butanoic acid, 4-chloro-3-oxo-butanoic acid ethyl ester 6.12 mL, 45.11 mmol). The mixture is stirred at room temperature for 2 hours and filtered through a pad of diatomaceous earth. The filtrate is concentrated under reduced pressure. The residue is purified via silica gel chromatography eluting with 25-30% EtOAc/Hexanes to provide the title compound ... Reactants: CN(C(C)C\C=C\C=1C=NC(=CC1)OC)C(=O)OC(C)(C)C ((4E)-N-methyl-N-(tert-butoxycarbonyl)-5-(6-methoxy-3-pyridyl)-4-penten-2-amine), FC(C(=O)O)(F)F (trifluoroacetic acid). The solvent is ClCCl (dichloromethane). Conditions: temperature 2.5 celsius, time 30 minute. Product: CNC(C)C\C=C\C=1C=NC(=CC1)OC ((4E)-N-Methyl-5-(6-methoxy-3-pyridyl)-4-penten-2-amine). Isolated yield 96.4%. Reaction SMILES: [CH3:1][N:2](C(OC(C)(C)C)=O)[CH:3]([CH2:5]/[CH:6]=[CH:7]/[C:8]1[CH:9]=[N:10][C:11]([O:14][CH3:15])=[CH:12][CH:13]=1)[CH3:4].FC(F)(F)C(O)=O>ClCCl>[CH3:1][NH:2][CH:3]([CH2:5]/[CH:6]=[CH:7]/[C:8]1[CH:9]=[N:10][C:11]([O:14][CH3:15])=[CH:12][CH:13]=1)[CH3:4]. Procedure: Under a nitrogen atmosphere, a cold (0-5° C.), stirring solution of (4E)-N-methyl-N-(tert-butoxycarbonyl)-5-(6-methoxy-3-pyridyl)-4-penten-2-amine (2.90 g, 9.45 mmol) in dichloromethane (20 mL) was treated drop-wise over 15 min with trifluoroacetic acid (15 mL). After stirring for 30 min, the solution was concentrated to a yellow-orange oil. The residue was diluted with saturated aqueous NaCl solution (15 mL), cooled to 0-5° C., and basified with 10% aqueous NaOH solution (22 mL). The mixture wa...